Dataset: the Open Reaction Database (ORD), a public repository of structured organic reaction records. Task: describe an organic reaction: reactants, conditions, products, and yield Starting materials: ClC=1C(=NC=C(C1)C(F)(F)F)OC1=CC=C(C=C1)O (4-(3-chloro-5-trifluoromethyl-2-pyridyloxy)phenol), [Br-].[Br-].[Br-].C(CCC)[N+](CCCC)(CCCC)CCCC.C(CCC)[N+](CCCC)(CCCC)CCCC.C(CCC)[N+](CCCC)(CCCC)CCCC (tetra-n-butyl ammonium tribromide), crude product. Solvent: C(Cl)(Cl)Cl (chloroform). Run at time 12 hour. Product: BrC1=C(C=CC(=C1)OC1=NC=C(C=C1Cl)C(F)(F)F)O (2-bromo-4-(3-chloro-5-trifluoromethyl-2-pyridyloxy)phenol). The yield is 138.3%. As a reaction SMILES: [Cl:1][C:2]1[C:3]([O:12][C:13]2[CH:18]=[CH:17][C:16]([OH:19])=[CH:15][CH:14]=2)=[N:4][CH:5]=[C:6]([C:8]([F:11])([F:10])[F:9])[CH:7]=1.[Br-:20].[Br-].[Br-].C([N+](CCCC)(CCCC)CCCC)CCC.C([N+](CCCC)(CCCC)CCCC)CCC.C([N+](CCCC)(CCCC)CCCC)CCC>C(Cl)(Cl)Cl>[Br:20][C:17]1[CH:18]=[C:13]([O:12][C:3]2[C:2]([Cl:1])=[CH:7][C:6]([C:8]([F:11])([F:9])[F:10])=[CH:5][N:4]=2)[CH:14]=[CH:15][C:16]=1[OH:19] |f:1.2.3.4.5.6|. Procedure details: To a solution prepared by dissolving the resulting 2.88 g of 4-(3-chloro-5-trifluoromethyl-2-pyridyloxy)phenol in 300 ml of chloroform, 4.80 g of tetra-n-butyl ammonium tribromide was slowly added with stirring under room temperature. After 12 hours, the reaction solution was concentrated, and the residue was extracted twice with 100 ml of diethyl ether. Then, the ether layers were combined, washed with water, dried over anhydrous magnesium sulfate and then concentrated to give a crude product. ... Starting materials: COC(=O)CC(C)(c1ccc(O)c(C)c1)c1ccc(O)c(C)c1, Cl, [Na+], [OH-], O. Product: Cc1cc(C(C)(CC(=O)O)c2ccc(O)c(C)c2)ccc1O. As a reaction SMILES: [CH3:1][O:2][C:3]([CH2:4][C:5]([CH3:6])([c:7]1[cH:8][c:9]([CH3:14])[c:10]([OH:13])[cH:11][cH:12]1)[c:15]1[cH:16][c:17]([CH3:22])[c:18]([OH:21])[cH:19][cH:20]1)=[O:23].[ClH:26].[Na+:25].[OH-:24].[OH2:27]>>[O:2]=[C:3]([CH2:4][C:5]([CH3:6])([c:7]1[cH:8][c:9]([CH3:14])[c:10]([OH:13])[cH:11][cH:12]1)[c:15]1[cH:16][c:17]([CH3:22])[c:18]([OH:21])[cH:19][cH:20]1)[OH:23]. The reactants are C(C)(C)(C)OC(=O)N(CCCC1=CC=C(C=C1)C1=C(C=C(C=C1)C(=O)OCC)OC)C[C@H](O)C=1C=NC(=CC1)Cl (ethyl 4′-[3-[(tert-butoxycarbonyl)-[(2R)-2-(6-chloro-3-pyridyl)-2-hydroxyethyl]amino]propyl]-2-methoxy-1,1′-biphenyl-4-carboxylate), [OH-].[Na+] (sodium hydroxide). Run in C(C)(=O)OCC (ethyl acetate), Cl (hydrochloric acid), C(C)O (ethanol). Conditions: time 2 hour. Product: C(C)(C)(C)OC(=O)N(CCCC1=CC=C(C=C1)C1=C(C=C(C=C1)C(=O)O)OC)C[C@H](O)C=1C=NC(=CC1)Cl (4′-[3-[(tert-butoxycarbonyl)[(2R)-2-(6-chloro-3-pyridyl)-2-hydroxyethyl]amino]propyl]-2-methoxy-1,1′-biphenyl-4-carboxylic acid). As a reaction SMILES: [C:1]([O:5][C:6]([N:8]([CH2:31][C@@H:32]([C:34]1[CH:35]=[N:36][C:37]([Cl:40])=[CH:38][CH:39]=1)[OH:33])[CH2:9][CH2:10][CH2:11][C:12]1[CH:17]=[CH:16][C:15]([C:18]2[CH:23]=[CH:22][C:21]([C:24]([O:26]CC)=[O:25])=[CH:20][C:19]=2[O:29][CH3:30])=[CH:14][CH:13]=1)=[O:7])([CH3:4])([CH3:3])[CH3:2].[OH-].[Na+]>C(O)C.C(OCC)(=O)C.Cl>[C:1]([O:5][C:6]([N:8]([CH2:31][C@@H:32]([C:34]1[CH:35]=[N:36][C:37]([Cl:40])=[CH:38][CH:39]=1)[OH:33])[CH2:9][CH2:10][CH2:11][C:12]1[CH:13]=[CH:14][C:15]([C:18]2[CH:23]=[CH:22][C:21]([C:24]([OH:26])=[O:25])=[CH:20][C:19]=2[O:29][CH3:30])=[CH:16][CH:17]=1)=[O:7])([CH3:4])([CH3:2])[CH3:3] |f:1.2|. Procedure: To a solution of ethyl 4′-[3-[(tert-butoxycarbonyl)-[(2R)-2-(6-chloro-3-pyridyl)-2-hydroxyethyl]amino]propyl]-2-methoxy-1,1′-biphenyl-4-carboxylate in ethanol (5.0 ml) was added 1N sodium hydroxide (1.0 ml) and the mixture was stirred for 2 hours at room temperature. The mixture was diluted with ethyl acetate and 1N hydrochloric acid. The organic layer was separated, washed with brine, dried over magnesium sulfate and evaporated. The residue was purified by column chromatography on silica gel (h... Reactants: Cl.NCC(=O)C1=CC=C(C=C1)Cl (2-amino-1-(4-chlorophenyl)ethanone hydrochloride), [OH-].[Na+] (sodium hydroxide), FC=1C=C2C(C(NC2=CC1)=O)=O (5-fluoroisatin). As a reaction SMILES: [F:1][C:2]1[CH:3]=[C:4]2[C:8](=[CH:9][CH:10]=1)[NH:7][C:6](=[O:11])[C:5]2=O.[OH-:13].[Na+].Cl.[NH2:16][CH2:17][C:18]([C:20]1[CH:25]=[CH:24][C:23]([Cl:26])=[CH:22][CH:21]=1)=O>O.C(O)C.O1CCCC1>[NH2:16][C:17]1[C:18]([C:20]2[CH:25]=[CH:24][C:23]([Cl:26])=[CH:22][CH:21]=2)=[N:7][C:8]2[C:4]([C:5]=1[C:6]([OH:11])=[O:13])=[CH:3][C:2]([F:1])=[CH:10][CH:9]=2 |f:1.2,3.4|. Procedure: To a stirred suspension of 7 g of 5-fluoroisatin in 58 ml of water was added a solution of 9.36 g of sodium hydroxide in 33 ml of water. The solution was heated to 85° C. and a solution of 12 g of 2-amino-1-(4-chlorophenyl)ethanone hydrochloride in a mixture of 92 ml of ethanol and 40 ml of tetrahydrofuran and 92 ml of water was added drop-wise over 2 hours. After the addition was complete, the solution was refluxed for an additional 30 minutes and then the ethanol and tetrahydrofuran were remov... Isolated yield 95.3%. Reaction conditions: temperature 85 celsius. Solvent: C(C)O (ethanol), O1CCCC1 (tetrahydrofuran), O (water), O (water), O (water). Yields the product NC=1C(=NC2=CC=C(C=C2C1C(=O)O)F)C1=CC=C(C=C1)Cl (3-Amino-6-fluoro-2-(4-chlorophenyl)-4-quinolinecarboxylic acid).